This data is from the Open Reaction Database (ORD), a public repository of structured organic reaction records. The task is: describe an organic reaction: reactants, conditions, products, and yield The reactants are CN(C)C=O, Cl, CCOC(=O)c1c2n(c3c(F)c(F)c(F)cc3c1=O)C(C)S2, O=C(NC1CCNC1)C(F)(F)F. The product is CCOC(=O)c1c2n(c3c(F)c(N4CCC(NC(=O)C(F)(F)F)C4)c(F)cc3c1=O)C(C)S2. As a reaction SMILES: [CH3:36][N:37]([CH3:38])[CH:39]=[O:40].[ClH:23].[F:1][c:2]1[cH:3][c:4]2[c:5](=[O:22])[c:6]([C:17](=[O:18])[O:19][CH2:20][CH3:21])[c:7]3[n:8]([c:9]2[c:10]([F:13])[c:11]1[F:12])[CH:14]([CH3:16])[S:15]3.[F:24][C:25]([C:26](=[O:27])[NH:28][CH:29]1[CH2:30][NH:31][CH2:32][CH2:33]1)([F:34])[F:35]>>[F:1][c:2]1[cH:3][c:4]2[c:5](=[O:22])[c:6]([C:17](=[O:18])[O:19][CH2:20][CH3:21])[c:7]3[n:8]([c:9]2[c:10]([F:13])[c:11]1[N:31]1[CH2:30][CH:29]([NH:28][C:26]([C:25]([F:24])([F:34])[F:35])=[O:27])[CH2:33][CH2:32]1)[CH:14]([CH3:16])[S:15]3. The reactants are CC1=[N+](C=C(C(=O)OC)C=C1)[O-] (methyl 6-methylnicotinate 1-oxide). The solvent is C(C)(=O)OC(C)=O (acetic anhydride). The product is C(C)(=O)OCC1=NC=C(C(=O)OC)C=C1 (Methyl 6-[(acetyloxy)methyl]nicotinate). Isolated yield 121.2%. Reaction SMILES: [CH3:1][C:2]1[CH:11]=[CH:10][C:5]([C:6]([O:8][CH3:9])=[O:7])=[CH:4][N+:3]=1[O-]>C(OC(=O)C)(=O)C>[C:6]([O:8][CH2:1][C:2]1[CH:11]=[CH:10][C:5]([C:6]([O:8][CH3:9])=[O:7])=[CH:4][N:3]=1)(=[O:7])[CH3:5]. Procedure: To a solution of methyl 6-methylnicotinate (6.05 g) in methylene chloride (100 mL) was added m-chloroperbenzoic acid (77%, 13.5 g). The reaction mixture was stirred at room temperature for 2 h and then diluted with chloroform (100 mL). The mixture was washed successively with aqueous sodium sulfite, saturated sodium bicarbonate, and brine. The organic later was then dried (sodium sulfate), filtered, and concentrated under reduced pressure to provide 6.21 g of methyl 6-methylnicotinate 1-oxide. A... The reactants are ClC1=NC=CC(=C1C1=NOC(=C1COC1=CC=C(C=C1)C=1C=C2C=CC(=NC2=CC1)C(=O)OC)C(C)C)Cl (methyl 6-[4-({[3-(2,4-dichloro-3-pyridinyl)-5-(1-methylethyl)-4-isoxazolyl]methyl}oxy)phenyl]-2-quinolinecarboxylate), [OH-].[Na+] (sodium hydroxide), Cl (HCl). The solvent is C1CCOC1 (THF). Conditions: time 8 hour. Yields the product ClC1=NC=CC(=C1C1=NOC(=C1COC1=CC=C(C=C1)C=1C=C2C=CC(=NC2=CC1)C(=O)O)C(C)C)Cl (6-[4-({[3-(2,4-dichloro-3-pyridinyl)-5-(1-methylethyl)-4-isoxazolyl]methyl}oxy)phenyl]-2-quinolinecarboxylic acid), 0.12. Yield: 76.0%. RXN SMILES: [Cl:1][C:2]1[C:7]([C:8]2[C:12]([CH2:13][O:14][C:15]3[CH:20]=[CH:19][C:18]([C:21]4[CH:22]=[C:23]5[C:28](=[CH:29][CH:30]=4)[N:27]=[C:26]([C:31]([O:33]C)=[O:32])[CH:25]=[CH:24]5)=[CH:17][CH:16]=3)=[C:11]([CH:35]([CH3:37])[CH3:36])[O:10][N:9]=2)=[C:6]([Cl:38])[CH:5]=[CH:4][N:3]=1.[OH-].[Na+].Cl>C1COCC1>[Cl:1][C:2]1[C:7]([C:8]2[C:12]([CH2:13][O:14][C:15]3[CH:16]=[CH:17][C:18]([C:21]4[CH:22]=[C:23]5[C:28](=[CH:29][CH:30]=4)[N:27]=[C:26]([C:31]([OH:33])=[O:32])[CH:25]=[CH:24]5)=[CH:19][CH:20]=3)=[C:11]([CH:35]([CH3:36])[CH3:37])[O:10][N:9]=2)=[C:6]([Cl:38])[CH:5]=[CH:4][N:3]=1 |f:1.2|. Procedure: A solution of methyl 6-[4-({[3-(2,4-dichloro-3-pyridinyl)-5-(1-methylethyl)-4-isoxazolyl]methyl}oxy)phenyl]-2-quinolinecarboxylate (85 mg, 0.16 mmol) (from multiple batches) in THF (1.6 mL) was stirred as a 1 N aqueous sodium hydroxide solution (0.24 mL, 0.24 mmol) was added. The solution was allowed to stir at room temperature overnight. The solution was neutralized with 1 N HCl and concentrated. The residue was partitioned between ethyl acetate and brine. The organic layer was dried with MgSO4... Procedure: The compound (104 mg) obtained in Example 47-3 was dissolved in methanol (5.0 ml) and added with 3-ethoxy-2-pyridine aldehyde (74.7 mg) synthesized by the method described in Marsais, F et al, Synthesis, 235 (1982), followed by the addition of sodium cyanoborohydride (46.6 mg). After that, the reaction solution was adjusted to about pH 5 with acetic acid and then stirred at room temperature for 65 hours. The reaction solution was added with a saturated aqueous sodium bicarbonate solution and the... The product is C(CC)N(CCC)CC1=CC=C(C=C1)NC(C1=CC=C(C=C1)CN(CC1=NC=CC=C1OCC)CC=1NC=CN1)=O (N-(4-dipropylaminomethylphenyl)-4-{[(1H-imidazol-2-ylmethyl)-(3-ethoxypyridin-2-ylmethyl)-amino]-methyl}-benzamide). RXN SMILES: C(N(CCC)[C:5]1[CH:10]=[CH:9][C:8]([NH:11][C:12](=[O:27])[C:13]2[CH:18]=[CH:17][C:16]([CH2:19][NH:20][CH2:21][C:22]3[NH:23][CH:24]=[CH:25][N:26]=3)=[CH:15][CH:14]=2)=[CH:7][CH:6]=1)CC.[CH2:31]([O:33][C:34]1[C:35]([CH:40]=O)=[N:36][CH:37]=[CH:38][CH:39]=1)[CH3:32].[C:42]([BH3-])#[N:43].[Na+].C(=O)(O)[O-].[Na+]>CO.C(O)(=O)C>[CH2:6]([N:43]([CH2:42][C:5]1[CH:6]=[CH:7][C:8]([NH:11][C:12](=[O:27])[C:13]2[CH:14]=[CH:15][C:16]([CH2:19][N:20]([CH2:21][C:22]3[NH:23][CH:24]=[CH:25][N:26]=3)[CH2:40][C:35]3[C:34]([O:33][CH2:31][CH3:32])=[CH:39][CH:38]=[CH:37][N:36]=3)=[CH:17][CH:18]=2)=[CH:9][CH:10]=1)[CH2:7][CH2:8][CH3:9])[CH2:5][CH3:10] |f:2.3,4.5|. Reaction conditions: time 65 hour. The solvent is CO (methanol), C(C)(=O)O (acetic acid). Reactants: C(C)OC=1C(=NC=CC1)C=O (3-ethoxy-2-pyridine aldehyde), C([O-])(O)=O.[Na+] (sodium bicarbonate), C(CC)N(C1=CC=C(C=C1)NC(C1=CC=C(C=C1)CNCC=1NC=CN1)=O)CCC (N-(4-dipropylamino-phenyl)-4-{[(1H-imidazol-2-ylmethyl)amino]methyl}-benzamide), C(#N)[BH3-].[Na+] (sodium cyanoborohydride).